This data is from the Open Reaction Database (ORD), a public repository of structured organic reaction records. The task is: describe an organic reaction: reactants, conditions, products, and yield Starting materials: C1(CCC1)C1=C(C=C(C(=O)OC)C=C1)I (methyl 4-cyclobutyl-3-iodobenzoate), C1(CCC1)C1=C(C=C(C(=O)OC)C=C1)I (methyl 4-cyclobutyl-3-iodobenzoate), [OH-].[Na+] (sodium hydroxide). Run in CO (methanol), O (water). Yields the product C1(CCC1)C1=C(C=C(C(=O)O)C=C1)I (4-Cyclobutyl-3-iodobenzoic acid). Yield: 81.8%. RXN SMILES: [CH:1]1([C:5]2[CH:14]=[CH:13][C:8]([C:9]([O:11]C)=[O:10])=[CH:7][C:6]=2[I:15])[CH2:4][CH2:3][CH2:2]1.[OH-].[Na+]>CO.O>[CH:1]1([C:5]2[CH:14]=[CH:13][C:8]([C:9]([OH:11])=[O:10])=[CH:7][C:6]=2[I:15])[CH2:2][CH2:3][CH2:4]1 |f:1.2|. Procedure details: A solution of methyl 4-cyclobutyl-3-iodobenzoate (compound 9.2, 11.0 g, 34.8 mmol) and sodium hydroxide (4.00 g, 100 mmol) in methanol (100 mL) and water (50 mL) was stirred at 50° C. overnight. After cooling to ambient temperature, the volatile solvent was removed under reduced pressure. The residual aqueous material was washed with ethyl acetate (20 mL). The pH of the aqueous was then adjusted to 3-4 with aqueous hydrogen chloride (6 M). The resulting precipitate was collected by filtration an... The reactants are Cl.ClC1=C(OC2CCNCC2)C=CC=C1 (4-(2-chloro-phenoxy)-piperidine hydrochloride), C(C1=CC=CC=C1)OC1=C(C=CC=C1)C1=CC(=NO1)C(=O)NCC(=O)O ({[5-(2-benzyloxy-phenyl)-isoxazole-3-carbonyl]-amino}-acetic acid), CCN(C(C)C)C(C)C (DIPEA), C=1C=CC2=C(C1)N=NN2O (HOBt), CCN=C=NCCCN(C)C.Cl (EDCI.HCl). Solvent: CN(C)C=O (DMF), O (water). Conditions: time 8 hour. Product: ClC1=C(OC2CCN(CC2)C(CNC(=O)C2=NOC(=C2)C2=C(C=CC=C2)OCC2=CC=CC=C2)=O)C=CC=C1 (5-(2-benzyloxy-phenyl)-isoxazole-3-carboxylic acid {2-[4-(2-chloro-phenoxy)-piperidin-1-yl]-2-oxo-ethyl}-amide). Yield: 71.8%. As a reaction SMILES: [CH2:1]([O:8][C:9]1[CH:14]=[CH:13][CH:12]=[CH:11][C:10]=1[C:15]1[O:19][N:18]=[C:17]([C:20]([NH:22][CH2:23][C:24]([OH:26])=O)=[O:21])[CH:16]=1)[C:2]1[CH:7]=[CH:6][CH:5]=[CH:4][CH:3]=1.CCN(C(C)C)C(C)C.C1C=CC2N(O)N=NC=2C=1.CCN=C=NCCCN(C)C.Cl.Cl.[Cl:59][C:60]1[CH:72]=[CH:71][CH:70]=[CH:69][C:61]=1[O:62][CH:63]1[CH2:68][CH2:67][NH:66][CH2:65][CH2:64]1>CN(C=O)C.O>[Cl:59][C:60]1[CH:72]=[CH:71][CH:70]=[CH:69][C:61]=1[O:62][CH:63]1[CH2:68][CH2:67][N:66]([C:24](=[O:26])[CH2:23][NH:22][C:20]([C:17]2[CH:16]=[C:15]([C:10]3[CH:11]=[CH:12][CH:13]=[CH:14][C:9]=3[O:8][CH2:1][C:2]3[CH:7]=[CH:6][CH:5]=[CH:4][CH:3]=3)[O:19][N:18]=2)=[O:21])[CH2:65][CH2:64]1 |f:3.4,5.6|. Procedure details: To a stirred solution of {[5-(2-benzyloxy-phenyl)-isoxazole-3-carbonyl]-amino}-acetic acid (0.15 g, 0.00039 mol) in DMF (2 mL) was added DIPEA (0.224 g, 0.00174 mol), HOBt (0.065 g, 0.000482 mol) and EDCI.HCl (0.0925 g, 0.00048 mol) at ambient temperature. After 5 minutes 4-(2-chloro-phenoxy)-piperidine hydrochloride (0.1 g, 0.00041 mol) was added and the resulting mixture was stirred overnight. The reaction mixture was then diluted with cold water and the resulting precipitate was isolated by f... Reactants: Cl.C1OC2=CC3=C(O[C@H](CO3)CN)C=C2O1 ((S)-2,3-Dihydro-6,7-methylenedioxy-1,4-benzodioxin-2-methanamine hydrochloride), ClCCCOC1=CC=C2C=CC(OC2=C1)=O (7-(3-chloropropoxy)coumarin), [I-].[Na+] (sodium iodide). Solvent: CN(C)C=O (DMF). Reaction conditions: temperature 80 celsius. The product is C1OC2=CC3=C(O[C@H](CO3)CNCCCOC3=CC4=C(C=CC(O4)=O)C=C3)C=C2O1 ((S)-7-[3-[[(2,3-Dihydro-6,7-methylenedioxy-1,4-benzodioxin-2-yl)methyl]amino]propoxy]-2H-1-benzopyran-2-one). Yield: 16.3%. Reaction SMILES: Cl.[CH2:2]1[O:16][C:15]2[C:4](=[CH:5][C:6]3[O:11][CH2:10][C@H:9]([CH2:12][NH2:13])[O:8][C:7]=3[CH:14]=2)[O:3]1.Cl[CH2:18][CH2:19][CH2:20][O:21][C:22]1[CH:31]=[C:30]2[C:25]([CH:26]=[CH:27][C:28](=[O:32])[O:29]2)=[CH:24][CH:23]=1.[I-].[Na+]>CN(C=O)C>[CH2:2]1[O:16][C:15]2[C:4](=[CH:5][C:6]3[O:11][CH2:10][C@H:9]([CH2:12][NH:13][CH2:18][CH2:19][CH2:20][O:21][C:22]4[CH:23]=[CH:24][C:25]5[CH:26]=[CH:27][C:28](=[O:32])[O:29][C:30]=5[CH:31]=4)[O:8][C:7]=3[CH:14]=2)[O:3]1 |f:0.1,3.4|. Procedure details: (S)-2,3-Dihydro-6,7-methylenedioxy-1,4-benzodioxin-2-methanamine hydrochloride (5.50 g, 22.4 mmole), 7-(3-chloropropoxy)coumarin (5.49 g, 23.0 mmole) diisopropylethylamine (39.0 ml, 224 mmol) and sodium iodide (3.45 g, 23.0 mmole) were combined in 200 ml of DMF and heated at 80° C. for 24 hours under a nitrogen atmosphere. The solvent was then removed in vacuum and replaced with chloroform. The mixture was treated with an equal volume of saturated aqueous sodium bicarbonate and the aqueous phase... The reactants are CC(C)c1cc(-c2ccccc2)c(CCCO)n1C(=O)OC(C)(C)C, C[O-], CO, [Na+]. The product is CC(C)c1cc(-c2ccccc2)c(CCCO)[nH]1. Reaction SMILES: [C:1]([O:2][C:3](=[O:4])[n:8]1[c:9]([CH2:22][CH2:23][CH2:24][OH:25])[c:10](-[c:16]2[cH:17][cH:18][cH:19][cH:20][cH:21]2)[cH:11][c:12]1[CH:13]([CH3:14])[CH3:15])([CH3:5])([CH3:6])[CH3:7].[CH3:26][O-:27].[CH3:29][OH:30].[Na+:28]>>[nH:8]1[c:9]([CH2:22][CH2:23][CH2:24][OH:25])[c:10](-[c:16]2[cH:17][cH:18][cH:19][cH:20][cH:21]2)[cH:11][c:12]1[CH:13]([CH3:14])[CH3:15]. Starting materials: [N+](=O)([O-])C=1C=C(C(=O)O)C=C(C1)[N+](=O)[O-] (3,5-dinitrobenzoic acid), B.O1CCCC1 (borane tetrahydrofuran). The solvent is C1CCOC1 (THF). Reaction conditions: temperature 25 celsius, time 18 hour. The product is [N+](=O)([O-])C=1C=C(CO)C=C(C1)[N+](=O)[O-] (3,5-Dinitrobenzylalcohol). Isolated yield 88.8%. As a reaction SMILES: [N+:1]([C:4]1[CH:5]=[C:6]([CH:10]=[C:11]([N+:13]([O-:15])=[O:14])[CH:12]=1)[C:7](O)=[O:8])([O-:3])=[O:2].B.O1CCCC1>C1COCC1>[N+:1]([C:4]1[CH:5]=[C:6]([CH:10]=[C:11]([N+:13]([O-:15])=[O:14])[CH:12]=1)[CH2:7][OH:8])([O-:3])=[O:2] |f:1.2|. Procedure: To a solution of 3,5-dinitrobenzoic acid (213.0 g, 1.00 mol) in anhydrous THF (1500 mL) at 0° C. was added borane-tetrahydrofuran complex (1.5 L of 1M in THF, 1.50 mol) over 1 h. The resulting heterogeneous mixture was stirred at 0° C. for 3 h and at 25° C. for 18 h. The resulting homogeneous solution was quenched with H2O and concentrated in vacuo until solids were present. The solids were filtered, washed with H2O and dissolved in EtOAc. The aqueous filtrate was extracted with EtOAc. The combi... Reactants: C(C)N(C=C(C(=O)OCC)C(NC(=O)OCC(Cl)(Cl)Cl)=S)CC (ethyl 3-diethylamino-2-[N-(2,2,2-trichloroethoxycarbonyl)thiocarbamoyl]acrylate), FS(=O)(=O)C=1C=C(C(CBr)=O)C=CC1 (m-fluorosulfonylphenacyl bromide). Run in C(C)(C)O (isopropyl alcohol). As a reaction SMILES: C(N(CC)[CH:4]=[C:5]([C:11](=[S:21])[NH:12][C:13]([O:15][CH2:16][C:17]([Cl:20])([Cl:19])[Cl:18])=[O:14])[C:6]([O:8][CH2:9][CH3:10])=[O:7])C.[F:24][S:25]([C:28]1[CH:29]=[C:30]([CH:35]=[CH:36][CH:37]=1)[C:31](=[O:34])[CH2:32]Br)(=[O:27])=[O:26]>C(O)(C)C>[F:24][S:25]([C:28]1[CH:29]=[C:30]([CH:35]=[CH:36][CH:37]=1)[C:31]([C:32]1[S:21][C:11]([NH:12][C:13]([O:15][CH2:16][C:17]([Cl:18])([Cl:19])[Cl:20])=[O:14])=[C:5]([C:6]([O:8][CH2:9][CH3:10])=[O:7])[CH:4]=1)=[O:34])(=[O:27])=[O:26]. Yield: 84.9%. Procedure: A mixture of 25 g (0.061 m) of ethyl 3-diethylamino-2-[N-(2,2,2-trichloroethoxycarbonyl)thiocarbamoyl]acrylate, 17.15 g (0.061 m) of m-fluorosulfonylphenacyl bromide, and 125 ml of isopropyl alcohol was heated to reflux for 5 minutes. The reactants dissolved at reflux, and shortly thereafter the product precipitated. The mixture was cooled and the solid collected by filtration. The solid was washed with isopropyl alcohol and then water to give 27.6 g (85 percent) of product, melting point 108° t... Product: FS(=O)(=O)C=1C=C(C(=O)C2=CC(=C(S2)NC(=O)OCC(Cl)(Cl)Cl)C(=O)OCC)C=CC1 (Ethyl 5-(m-fluorosulfonylbenzoyl)-2-(2,2,2-trichloroethoxycarbonylamino)-3-thenoate).